From a dataset of the Open Reaction Database (ORD), a public repository of structured organic reaction records. describe an organic reaction: reactants, conditions, products, and yield The reactants are CC(C)CCCC(C)(O)CCCC(C)(O)C(C)NCCc1ccccc1, CCO. The product is CNC(C)C(C)(O)CCCC(C)(O)CCCC(C)C. Reaction SMILES: [CH2:1]([c:2]1[cH:3][cH:4][cH:5][cH:6][cH:7]1)[CH2:8][NH:9][CH:10]([CH3:11])[C:12]([CH2:13][CH2:14][CH2:15][C:16]([CH2:17][CH2:18][CH2:19][CH:20]([CH3:21])[CH3:22])([OH:23])[CH3:24])([OH:25])[CH3:26].[CH3:27][CH2:28][OH:29]>>[CH3:8][NH:9][CH:10]([CH3:11])[C:12]([CH2:13][CH2:14][CH2:15][C:16]([CH2:17][CH2:18][CH2:19][CH:20]([CH3:21])[CH3:22])([OH:23])[CH3:24])([OH:25])[CH3:26]. Product: ClC=1C=C(CN2C=C(C=3CNCCC32)C3=CC=C(C=C3)Cl)C=CC1 (1-(3-Chloro-benzyl)-3-(4-chloro-phenyl)-4,5,6,7-tetrahydro-1H-pyrrolo[3,2-c]pyridine). RXN SMILES: C(OC([N:8]1[CH2:13][CH2:12][C:11](=O)[CH2:10][CH2:9]1)=O)(C)(C)C.[N+:15]([CH:18]=[CH:19][C:20]1[CH:25]=[CH:24][C:23]([Cl:26])=[CH:22][CH:21]=1)([O-])=O.[Cl:27][C:28]1[CH:29]=[C:30]([CH:33]=[CH:34][CH:35]=1)[CH2:31]N>>[Cl:27][C:28]1[CH:29]=[C:30]([CH:33]=[CH:34][CH:35]=1)[CH2:31][N:15]1[C:11]2[CH2:10][CH2:9][NH:8][CH2:13][C:12]=2[C:19]([C:20]2[CH:25]=[CH:24][C:23]([Cl:26])=[CH:22][CH:21]=2)=[CH:18]1. The reactants are C(C)(C)(C)OC(=O)N1CCC(CC1)=O (4-oxo-piperidine-1-carboxylic acid tert-butyl ester), [N+](=O)([O-])C=CC1=CC=C(C=C1)Cl ((2-nitro-vinyl)-4-chlorobenzene), ClC=1C=C(CN)C=CC1 (3-chlorobenzylamine). Reported procedure: The title compound (212.8 mg) was prepared from 0.55 g of 4-oxo-piperidine-1-carboxylic acid tert-butyl ester, 340 μL of 3-chlorobenzylamine, and 0.51 g of (2-nitro-vinyl)-4-chlorobenzene, replacing SiO2 with crushed 4 Å molecular sieves. MS (ESI): exact mass calculated for C20H18Cl2N2, 356.08. found, m/z 357.1 [M+H]+. 1H NMR (500 MHz, CD3OD): 7.38-7.28 (m, 6H), 7.18-7.15 (m, 2H), 7.12-7.09 (m, 1H), 5.16 (s, 2H), 4.36 (s, 2H), 3.52 (t, J=6.3 Hz, 2H), 2.86 (t, J=6.3 Hz, 2H).